This data is from the Open Reaction Database (ORD), a public repository of structured organic reaction records. The task is: describe an organic reaction: reactants, conditions, products, and yield Solvent: C(Cl)Cl (CH2Cl2). Procedure details: To a solution of (3S*,4R*)-3-hydroxymethyl-4-({isopropyl-[4-methoxy-3-(3-methoxy-propoxy)-benzoyl]-amino}-methyl)-pyrrolidine-1-carboxylic acid tert-butyl ester (85 mg, 0.172 mmol) in 2 mL CH2Cl2, TFA (85 μL, 2.23 mmol) is added. The mixture is stirred 4.5 h at RT, and poured into a saturated solution of NaHCO3. The layers are separated, and the aqueous one is back-extracted twice with CH2Cl2. The combined organic extracts are dried over Na2SO4, filtered and concentrated. The crude material is p... Product: OC[C@H]1[C@@H](CNC1)CN(C(C1=CC(=C(C=C1)OC)OCCCOC)=O)C(C)C (N-((3S*,4S*)-4-Hydroxymethyl-pyrrolidin-3-ylmethyl)-N-isopropyl-4-methoxy-3-(3-methoxy-propoxy)-benzamide). Reaction SMILES: C(OC([N:8]1[CH2:12][C@@H:11]([CH2:13][N:14]([CH:31]([CH3:33])[CH3:32])[C:15](=[O:30])[C:16]2[CH:21]=[CH:20][C:19]([O:22][CH3:23])=[C:18]([O:24][CH2:25][CH2:26][CH2:27][O:28][CH3:29])[CH:17]=2)[C@H:10]([CH2:34][OH:35])[CH2:9]1)=O)(C)(C)C.C(O)(C(F)(F)F)=O.C([O-])(O)=O.[Na+]>C(Cl)Cl>[OH:35][CH2:34][C@@H:10]1[CH2:9][NH:8][CH2:12][C@H:11]1[CH2:13][N:14]([CH:31]([CH3:33])[CH3:32])[C:15](=[O:30])[C:16]1[CH:21]=[CH:20][C:19]([O:22][CH3:23])=[C:18]([O:24][CH2:25][CH2:26][CH2:27][O:28][CH3:29])[CH:17]=1 |f:2.3|. Run at time 4.5 hour. The reactants are C(C)(C)(C)OC(=O)N1C[C@H]([C@@H](C1)CN(C(C1=CC(=C(C=C1)OC)OCCCOC)=O)C(C)C)CO ((3S*,4R*)-3-hydroxymethyl-4-({isopropyl-[4-methoxy-3-(3-methoxy-propoxy)-benzoyl]-amino}-methyl)-pyrrolidine-1-carboxylic acid tert-butyl ester), C(=O)(C(F)(F)F)O (TFA), C(=O)(O)[O-].[Na+] (NaHCO3). Reactants: Brc1ccc2cc[nH]c2c1, Cc1ccccc1, [H-], CC(C)I, [K+], [K+], [Na+], O=C([O-])[O-], CN(C)C=O, O. Product: CC(C)n1ccc2ccc(Br)cc21. As a reaction SMILES: [Br:1][c:2]1[cH:3][cH:4][c:5]2[cH:6][cH:7][nH:8][c:9]2[cH:10]1.[CH3:23][c:24]1[cH:25][cH:26][cH:27][cH:28][cH:29]1.[H-:18].[I:19][CH:20]([CH3:21])[CH3:22].[K+:11].[K+:12].[Na+:17].[O-:13][C:14]([O-:15])=[O:16].[O:31]=[CH:32][N:33]([CH3:34])[CH3:35].[OH2:30]>>[Br:1][c:2]1[cH:3][cH:4][c:5]2[cH:6][cH:7][n:8]([CH:20]([CH3:21])[CH3:22])[c:9]2[cH:10]1. The reactants are S(=O)(=O)(C1=CC=C(C)C=C1)OCC1OC=CCC1 (2-tosyloxymethyl-3,4-dihydro-2H-pyran), ClC1=C(CO)C(=CC=C1)Cl (2,6-dichlorobenzyl alcohol). Reagents/catalysts: O=P(Cl)(Cl)Cl (phosphorus oxytrichloride). Run in C(C)OCC (diethyl ether). Run at time 4 day. The product is ClC1=C(CO[C@H]2CCC[C@@H](O2)COS(=O)(=O)C2=CC=C(C)C=C2)C(=CC=C1)Cl (trans-6-(2,6-dichlorobenzyloxy)-2-tosyloxymethyltetrahydropyran). Isolated yield 71.1%. RXN SMILES: [S:1]([O:11][CH2:12][CH:13]1[CH2:18][CH2:17][CH:16]=[CH:15][O:14]1)([C:4]1[CH:10]=[CH:9][C:7]([CH3:8])=[CH:6][CH:5]=1)(=[O:3])=[O:2].[Cl:19][C:20]1[CH:27]=[CH:26][CH:25]=[C:24]([Cl:28])[C:21]=1[CH2:22][OH:23]>C(OCC)C.O=P(Cl)(Cl)Cl>[Cl:19][C:20]1[CH:27]=[CH:26][CH:25]=[C:24]([Cl:28])[C:21]=1[CH2:22][O:23][C@@H:15]1[O:14][C@@H:13]([CH2:12][O:11][S:1]([C:4]2[CH:5]=[CH:6][C:7]([CH3:8])=[CH:9][CH:10]=2)(=[O:3])=[O:2])[CH2:18][CH2:17][CH2:16]1. Reported procedure: To a solution of 1.34 g of 2-tosyloxymethyl-3,4-dihydro-2H-pyran and 1.06 g of 2,6-dichlorobenzyl alcohol in 25 ml of diethyl ether was added a catalytic amount (2 drops) of phosphorus oxytrichloride, and then the mixture was stirred at room temperature for 4 days. The colourless crystals which had precipitated were filtered off, giving 1.582 g of trans-6-(2,6-dichlorobenzyloxy)-2-tosyloxymethyltetrahydropyran, melting at 123°-124° C. Triethylamine was then added to the mother liquor and the res... Starting materials: NC1=C(C(=O)NC2=CC=NC=C2)C=C(C=N1)Br (2-amino-5-bromo-N-pyridin-4-yl-nicotinamide), OCC1=C(C=CC=C1)B(O)O (2-(hydroxymethyl)-benzeneboronic acid). Yields the product NC1=C(C(=O)NC2=CC=NC=C2)C=C(C=N1)C1=C(C=CC=C1)CO (2-Amino-5-(2-hydroxymethyl-phenyl)-N-pyridin-4-yl-nicotinamide). RXN SMILES: [NH2:1][C:2]1[N:16]=[CH:15][C:14](Br)=[CH:13][C:3]=1[C:4]([NH:6][C:7]1[CH:12]=[CH:11][N:10]=[CH:9][CH:8]=1)=[O:5].[OH:18][CH2:19][C:20]1[CH:25]=[CH:24][CH:23]=[CH:22][C:21]=1B(O)O>>[NH2:1][C:2]1[N:16]=[CH:15][C:14]([C:21]2[CH:22]=[CH:23][CH:24]=[CH:25][C:20]=2[CH2:19][OH:18])=[CH:13][C:3]=1[C:4]([NH:6][C:7]1[CH:12]=[CH:11][N:10]=[CH:9][CH:8]=1)=[O:5]. Reported procedure: Reaction of 2-amino-5-bromo-N-pyridin-4-yl-nicotinamide with 2-(hydroxymethyl)-benzeneboronic acid gives “A63”; method 1: HPLC/MS: 1.07 min, [M+H]=321; The reactants are CC1=C(OC(S(=O)(N)=O)=C1)C(OC)=O, OB(O)C1=CC=C(C(F)(F)F)C=C1. Reagents/catalysts: [F-].[Cs+], CC(=O)[O-].CC(=O)[O-].[Cu+2]. Run in ClCCCl, ClCCCl. Conditions: temperature 60 celsius, time 18 hour. The product is CC1=C(C(OC)=O)OC(S(=O)(NC2=CC=C(C=C2)C(F)(F)F)=O)=C1, CC1=C(C(OC)=O)OC(S(=O)(N(C2=CC=C(C(F)(F)F)C=C2)C3=CC=C(C=C3)C(F)(F)F)=O)=C1. The yield is 5.4%. Procedure: Reactions were run in 8 x 30 mm glass vial inserts in 96 well-plate Para-dox Aluminum Reaction Blocks. The reaction components were dosed according to the design shown in Figure S2 and Figure S3. First, the catalysts (2 umol per vial) and solid bases (20 umol per vial) were added by dosing 50 uL each of a stock solution in 1,2-dichloroethane (40 mM for catalysts, 0.4 M for bases) via single-channel pipette. The 1,2-dichloroethane was then removed via centrifugal evaporation using a Genevac EZ-2 ... The reactants are ClC(c1ccccc1)(c1ccccc1)c1ccccc1, O=c1[nH]c(=O)n(C2CC(O)C(CO)O2)cc1F, O, c1ccncc1. The product is O=c1[nH]c(=O)n(C2CC(O)C(COC(c3ccccc3)(c3ccccc3)c3ccccc3)O2)cc1F. As a reaction SMILES: [C:18]([c:19]1[cH:20][cH:21][cH:22][cH:23][cH:24]1)([c:25]1[cH:26][cH:27][cH:28][cH:29][cH:30]1)([c:31]1[cH:32][cH:33][cH:34][cH:35][cH:36]1)[Cl:37].[F:1][c:2]1[c:3](=[O:17])[nH:4][c:5](=[O:16])[n:6]([CH:7]2[CH2:8][CH:9]([OH:10])[CH:11]([CH2:12][OH:13])[O:14]2)[cH:15]1.[OH2:38].[cH:39]1[cH:40][cH:41][n:42][cH:43][cH:44]1>>[F:1][c:2]1[c:3](=[O:17])[nH:4][c:5](=[O:16])[n:6]([CH:7]2[CH2:8][CH:9]([OH:10])[CH:11]([CH2:12][O:13][C:18]([c:19]3[cH:20][cH:21][cH:22][cH:23][cH:24]3)([c:25]3[cH:26][cH:27][cH:28][cH:29][cH:30]3)[c:31]3[cH:32][cH:33][cH:34][cH:35][cH:36]3)[O:14]2)[cH:15]1.